From a dataset of the Open Reaction Database (ORD), a public repository of structured organic reaction records. describe an organic reaction: reactants, conditions, products, and yield The reactants are CC1=C(C=C(C#N)C=C1)[N+](=O)[O-] (4-methyl-3-nitro-benzonitrile), C(CC)OC(C(=O)OCC)=O (oxalic acid ethyl ester propyl ester), CC[O-].[Na+] (NaOEt), Cl (HCl). Solvent: CCO (EtOH). Reaction conditions: temperature 40 celsius, time 8 hour. The product is desired product, C(C)OC(C(CC1=C(C=C(C=C1)C#N)[N+](=O)[O-])=O)=O (3-(4-cyano-2-nitro-phenyl)-2-oxo-propionic acid ethyl ester). Yield: 37.0%. RXN SMILES: [CH3:1][C:2]1[CH:9]=[CH:8][C:5]([C:6]#[N:7])=[CH:4][C:3]=1[N+:10]([O-:12])=[O:11].[CH2:13]([O:16][C:17](=[O:23])[C:18](OCC)=[O:19])[CH2:14]C.CC[O-].[Na+].Cl>CCO>[CH2:13]([O:16][C:17](=[O:23])[C:18](=[O:19])[CH2:1][C:2]1[CH:9]=[CH:8][C:5]([C:6]#[N:7])=[CH:4][C:3]=1[N+:10]([O-:12])=[O:11])[CH3:14] |f:2.3|. Procedure details: Treat a suspension of 4-methyl-3-nitro-benzonitrile (2.11 g, 12.5 mmol) and oxalic acid ethyl ester propyl ester (2.99 g, 18.7 mmol) in EtOH (80 mL) with NaOEt (21% w/w, 18.2 mL). Stir the mixture at 40° C. overnight. Quench the reaction with water and acidify with 1 M HCl solution. Concentrate to a residue and partition between EtOAc and water. Concentrate the organic layer and purify by silica gel chromatography to give the desired product 3-(4-cyano-2-nitro-phenyl)-2-oxo-propionic acid ethyl ... The reactants are C1CCOC1, CCOC(=O)C(Cc1ccc(-c2cccc(N)c2)nc1)NC(=O)C1(NC(=O)C(SC(C)=O)C(C)C)CCCC1, CC(=O)Cl. Yields the product CCOC(=O)C(Cc1ccc(-c2cccc(NC(C)=O)c2)nc1)NC(=O)C1(NC(=O)C(SC(C)=O)C(C)C)CCCC1. As a reaction SMILES: [CH2:44]1[O:45][CH2:46][CH2:47][CH2:48]1.[CH2:5]([CH3:6])[O:7][C:8]([CH:9]([CH2:10][c:11]1[cH:12][n:13][c:14](-[c:17]2[cH:18][c:19]([NH2:23])[cH:20][cH:21][cH:22]2)[cH:15][cH:16]1)[NH:24][C:25](=[O:26])[C:27]1([NH:32][C:33]([CH:34]([CH:35]([CH3:36])[CH3:37])[S:38][C:39]([CH3:40])=[O:41])=[O:42])[CH2:28][CH2:29][CH2:30][CH2:31]1)=[O:43].[CH3:1][C:2]([Cl:3])=[O:4]>>[CH3:1][C:2](=[O:4])[NH:23][c:19]1[cH:18][c:17](-[c:14]2[n:13][cH:12][c:11]([CH2:10][CH:9]([C:8]([O:7][CH2:5][CH3:6])=[O:43])[NH:24][C:25](=[O:26])[C:27]3([NH:32][C:33]([CH:34]([CH:35]([CH3:36])[CH3:37])[S:38][C:39]([CH3:40])=[O:41])=[O:42])[CH2:28][CH2:29][CH2:30][CH2:31]3)[cH:16][cH:15]2)[cH:22][cH:21][cH:20]1. Reactants: ClS(=O)(=O)N=C=O (chlorosulfonylisocyanate), COC=1C=C(C=CC1OC)N1C(NCC1)=O (1-(3,4-dimethoxyphenyl)-2-imidazolidinone), O (water). Run in C(C)(=O)OCC (ethyl acetate). Conditions: time 1 hour. The product is NC(=O)N1C(N(CC1)C1=CC(=C(C=C1)OC)OC)=O (1-(Aminocarbonyl)-3-(3,4-dimethoxyphenyl)-2-imidazolidinone). RXN SMILES: [CH3:1][O:2][C:3]1[CH:4]=[C:5]([N:11]2[CH2:15][CH2:14][NH:13][C:12]2=[O:16])[CH:6]=[CH:7][C:8]=1[O:9][CH3:10].ClS([N:21]=[C:22]=[O:23])(=O)=O.O>C(OCC)(=O)C>[NH2:21][C:22]([N:13]1[CH2:14][CH2:15][N:11]([C:5]2[CH:6]=[CH:7][C:8]([O:9][CH3:10])=[C:3]([O:2][CH3:1])[CH:4]=2)[C:12]1=[O:16])=[O:23]. Procedure details: A solution of 13.33 g (60 mmol) of 1-(3,4-dimethoxyphenyl)-2-imidazolidinone in 150 ml of ethyl acetate was cooled to 0° C., and 8.92 g (63 mmol) of chlorosulfonylisocyanate was added dropwise. The mixture was stirred for one hour at room temperature. To the resulting thick suspension was added 50 ml of water, and the mixture was stirred until two clear layers were formed. The aqueous phase was separated and stored in the refrigerator overnight. The precipitate was filtered off by suction, washe...